From a dataset of the Open Reaction Database (ORD), a public repository of structured organic reaction records. describe an organic reaction: reactants, conditions, products, and yield Reactants: [OH-].[Na+] (NaOH), ClC1=NC(=NC(=C1)C1=NC=CC=C1)C1=NC=CC=C1 (4-chloro-2,6-di(2-pyridinyl)pyrimidine), COC1=CC(=CC=C1)N (m-anisidine), Cl (HCl). The yield is 60.5%. RXN SMILES: Cl[C:2]1[CH:7]=[C:6]([C:8]2[CH:13]=[CH:12][CH:11]=[CH:10][N:9]=2)[N:5]=[C:4]([C:14]2[CH:19]=[CH:18][CH:17]=[CH:16][N:15]=2)[N:3]=1.[CH3:20][O:21][C:22]1[CH:27]=[CH:26][CH:25]=[C:24]([NH2:28])[CH:23]=1.Cl.[OH-].[Na+]>O.C(O)C>[CH3:20][O:21][C:22]1[CH:23]=[C:24]([CH:25]=[CH:26][CH:27]=1)[NH:28][C:2]1[CH:7]=[C:6]([C:8]2[CH:13]=[CH:12][CH:11]=[CH:10][N:9]=2)[N:5]=[C:4]([C:14]2[CH:19]=[CH:18][CH:17]=[CH:16][N:15]=2)[N:3]=1 |f:3.4,5.6|. Product: COC=1C=C(NC2=NC(=NC(=C2)C2=NC=CC=C2)C2=NC=CC=C2)C=CC1 (4-(3-Methoxyanilino)-2,6-di(2-pyridinyl)pyrimidine). Procedure details: A mixture 4-chloro-2,6-di(2-pyridinyl)pyrimidine (25 mg, 0.093 mmol), m-anisidine (16 μl, 0.140 mmol) and 2N HCl (75 μl) in water:ethanol (2:1, 10 ml) was refluxed for 24 h. The mixture was cooled to room temperature and basified with aqueous 2N NaOH to pH 10–12. The resulting precipitate was filtered, washed with water and aqueous ethanol to give a yellow solid (20 mg, 60%). 1H NMR (CDCl3): 8.87–8.85 (m, 1H), 8.69–8.61 (m, 3H), 7.95 (s, 1H), 7.92–7.84 (m, 2H), 7.44–7.36 (m, 2H), 7.33 (d, J=8.1 ... Solvent: O.C(C)O (water ethanol). Reactants: C(C)OC(=O)C=1C(=C2N(N=CC(=C2Cl)C#N)C1)C (4-chloro-3-cyano-5-methyl-pyrrolo[1,2-b]pyridazine-6-carboxylic acid ethyl ester), NC1=CC=C(OC2=C(OC(C(=O)NCCO)(C)C)C=CC=C2)C=C1 (2-[2-(4-Amino-phenoxy)-phenoxy]-N-(2-hydroxy-ethyl)-2-methyl-propionamide), COC(=O)C=1C(=C2N(N=CC(=C2NC2=CC=C(C=C2)OC2=C(C=CC=C2)OC(C)(C)C(=O)OC(C)(C)C)C#N)C1)C (4-{4-[2-(1-tert-butoxycarbonyl-1-methyl-ethoxy)phenoxy]-phenylamino}-3-cyano-5-methyl-pyrrolo[1,2-b]pyridazine-6-carboxylicacid methyl ester). Product: C(C)OC(=O)C=1C(=C2N(N=CC(=C2NC2=CC=C(C=C2)OC2=C(C=CC=C2)OC(C)(C)C(NCCO)=O)C#N)C1)C (3-Cyano-4-(4-{2-[1-(2-hydroxy-ethylcarbamoyl)-1-methyl-ethoxy]-phenoxy}-phenylamino)-5-methyl-pyrrolo[1,2-b]pyridazine-6-carboxylic Acid Ethyl Ester). The yield is 55.0%. RXN SMILES: [CH2:1]([O:3][C:4]([C:6]1[C:7]([CH3:18])=[C:8]2[C:13](Cl)=[C:12]([C:15]#[N:16])[CH:11]=[N:10][N:9]2[CH:17]=1)=[O:5])[CH3:2].[NH2:19][C:20]1[CH:42]=[CH:41][C:23]([O:24][C:25]2[CH:40]=[CH:39][CH:38]=[CH:37][C:26]=2[O:27][C:28]([CH3:36])([CH3:35])[C:29]([NH:31][CH2:32][CH2:33][OH:34])=[O:30])=[CH:22][CH:21]=1.COC(C1C(C)=C2C(NC3C=CC(OC4C=CC=CC=4OC(C(OC(C)(C)C)=O)(C)C)=CC=3)=C(C#N)C=NN2C=1)=O>>[CH2:1]([O:3][C:4]([C:6]1[C:7]([CH3:18])=[C:8]2[C:13]([NH:19][C:20]3[CH:42]=[CH:41][C:23]([O:24][C:25]4[CH:40]=[CH:39][CH:38]=[CH:37][C:26]=4[O:27][C:28]([C:29](=[O:30])[NH:31][CH2:32][CH2:33][OH:34])([CH3:35])[CH3:36])=[CH:22][CH:21]=3)=[C:12]([C:15]#[N:16])[CH:11]=[N:10][N:9]2[CH:17]=1)=[O:5])[CH3:2]. Procedure details: Compound 433E (146 mg, 83%) was prepared from 4-chloro-3-cyano-5-methyl-pyrrolo[1,2-b]pyridazine-6-carboxylic acid ethyl ester (Example 1D) (126 mg, 0.476 mmol) and 433D (165 mg, 0.500 mmol) by a route analogous to that used for the preparation of compound 388D. It is a cream-colored crystalline solid. LCMS Found: (M+H)+=558.1 The reactants are C1(=CC=CC=C1)C(N1C(C(C2=CC=CC=C12)C1=C(C=C(C=C1)OC)O)=O)C1=CC=CC=C1 (1-(diphenylmethyl)-3-(2-hydroxy-4-methoxyphenyl)-1,3-dihydro-2H-indol-2-one), C1(=CC=CC=C1)C(N1C(C(C2=CC=CC=C12)C1=C(C=C(C(=C1)C)OC)O)=O)C1=CC=CC=C1 (1-(diphenylmethyl)-3-(2-hydroxy-4-methoxy-5-methylphenyl)-1,3-dihydro-2H-indol-2-one). The product is C1(=CC=CC=C1)C(N1C(C2(C3=CC=CC=C13)COC1=C2C=CC(=C1)OC)=O)C1=CC=CC=C1 (1′-(diphenylmethyl)-6-methoxyspiro[1-benzofuran-3,3′-indol]-2′(1′H)-one). Reaction SMILES: [C:1]1([CH:7]([C:27]2[CH:32]=[CH:31][CH:30]=[CH:29][CH:28]=2)[N:8]2[C:16]3[C:11](=[CH:12][CH:13]=[CH:14][CH:15]=3)[CH:10]([C:17]3[CH:22]=[CH:21][C:20]([O:23][CH3:24])=[CH:19][C:18]=3[OH:25])[C:9]2=[O:26])[CH:6]=[CH:5][CH:4]=[CH:3][CH:2]=1.[C:33]1(C(C2C=CC=CC=2)N2C3C(=CC=CC=3)C(C3C=C(C)C(OC)=CC=3O)C2=O)C=CC=CC=1>>[C:27]1([CH:7]([C:1]2[CH:2]=[CH:3][CH:4]=[CH:5][CH:6]=2)[N:8]2[C:16]3[C:11](=[CH:12][CH:13]=[CH:14][CH:15]=3)[C:10]3([C:17]4[CH:22]=[CH:21][C:20]([O:23][CH3:24])=[CH:19][C:18]=4[O:25][CH2:33]3)[C:9]2=[O:26])[CH:32]=[CH:31][CH:30]=[CH:29][CH:28]=1. Procedure: Following the procedure as described in EXAMPLE 2 and making non-critical variations using 1-(diphenylmethyl)-3-(2-hydroxy-4-methoxyphenyl)-1,3-dihydro-2H-indol-2-one to replace 1-(diphenylmethyl)-3-(2-hydroxy-4-methoxy-5-methylphenyl)-1,3-dihydro-2H-indol-2-one, 1′-(diphenylmethyl)-6-methoxyspiro[1-benzofuran-3,3′-indol]-2′(1′H)-one was obtained (74%) as a colorless solid: 1H NMR (300 MHz, CDCl3) δ7.42-7.27 (m, 10H), 7.16-6.92 (m, 4H), 6.59-6.49 (m, 3H), 6.37 (dd, J=8.4, 2.4 Hz, 1H), 5.02 (d, J... The reactants are C1(CCCC1)[Mg]Br (cyclopentyl magnesium bromide), 2-Chloro-4-6-dimethoxy-1,3,5-triazine, CN1CCOCC1 (N-methylmorpholine), O=C1N(CCC1)CCC(=O)O (3-(2-Oxo-pyrrolidin-1-yl)-propionic acid). The reagents and catalysts are [Cu](I)I (copper iodide). Run in C1CCOC1 (THF). Reaction conditions: temperature 0 celsius. The product is C1(CCCC1)C(CCN1C(CCC1)=O)=O (1-(3-Cyclopentyl-3-oxo-propyl)-pyrrolidin-2-one). Isolated yield 15.0%. RXN SMILES: CN1CCOCC1.[O:8]=[C:9]1[CH2:13][CH2:12][CH2:11][N:10]1[CH2:14][CH2:15][C:16]([OH:18])=O.[CH:19]1([Mg]Br)[CH2:23][CH2:22][CH2:21][CH2:20]1>C1COCC1.[Cu](I)I>[CH:19]1([C:16](=[O:18])[CH2:15][CH2:14][N:10]2[CH2:11][CH2:12][CH2:13][C:9]2=[O:8])[CH2:23][CH2:22][CH2:21][CH2:20]1. Reported procedure: 2-Chloro-4-6-dimethoxy-1,3,5-triazine (2.68 g, 15.2 mmol) and N-methylmorpholine (4.2 mL, 38.1 mmol) were added to a solution of 3-(2-Oxo-pyrrolidin-1-yl)-propionic acid (2 g, 12.7 mmol, from Step 1) in THF (35 mL). After 1 h the reaction mixture was filtered through a glass frit to remove a white precipitate. The filtrate was treated with copper iodide (2.4 g, 12.7 mmol), cooled to 0° C. and then cyclopentyl magnesium bromide (6.35 mL, 12.7 mmol, 2M in ether) was added. After 4 h the resulting ...